Task: describe an organic reaction: reactants, conditions, products, and yield. Dataset: the Open Reaction Database (ORD), a public repository of structured organic reaction records Reactants: N1=CC=NC=2SC3=C(NC21)C=C(C=C3)CC#N (10H-pyrazino[2,3-b][1,4]benzothiazine-8-acetonitrile), C(C)O (ethanol), [OH-].[K+] (potassium hydroxide). The product is N1=CC=NC=2SC3=C(NC21)C=C(C=C3)CC(=O)O (10H-Pyrazino[2,3-b][1,4]benzothiazine-8-acetic acid). RXN SMILES: [N:1]1[C:10]2[NH:9][C:8]3[CH:11]=[C:12](CC#N)[CH:13]=[CH:14][C:7]=3[S:6][C:5]=2[N:4]=[CH:3][CH:2]=1.[OH-:18].[K+].[CH2:20]([OH:22])[CH3:21]>>[N:1]1[C:10]2[NH:9][C:8]3[CH:11]=[C:12]([CH2:21][C:20]([OH:18])=[O:22])[CH:13]=[CH:14][C:7]=3[S:6][C:5]=2[N:4]=[CH:3][CH:2]=1 |f:1.2|. Procedure: 4.7 g of 10H-pyrazino[2,3-b][1,4]benzothiazine-8-acetonitrile was dissolved in 100 ml of ethanol. After adding 2.8 g of potassium hydroxide, the resulting mixture was heated under reflux for 16 hours. After distilling off the ethanol, water was added and the mixture was made weakly acidic with dilute hydrochloric acid followed by the extraction with ethyl acetate and dichloromethane. The organic layer was dried over anhydrous magnesium sulfate. After distilling off the solvent under reduced pres... Reactants: NC=1C=CC(=C(C1)N1N=C(N(C1=O)CC1=CC=C(C=C1)C1=C(C=CC=C1)S(NC(C)(C)C)(=O)=O)CCCC)C(F)(F)F (2-[5-Amino-2-(trifluoromethyl)phenyl]-5-n-butyl-4-[[2'-(N-t-butylsulfamoyl)biphenyl-4-yl]methyl]-2,4-dihydro-3H-1,2,4-triazol-3-one), C(CC)(=O)Br (propionyl bromide). The reagents and catalysts are CN(C)C=1C=CN=CC1 (DMAP). The product is C(CCC)C=1N(C(N(N1)C1=C(C=CC(=C1)NC(CC)=O)C(F)(F)F)=O)CC1=CC=C(C=C1)C1=C(C=CC=C1)S(NC(C)(C)C)(=O)=O (5-n-Butyl-4-[[2'-(N-t-butylsulfamoyl)biphenyl-4-yl]methyl]-2,4-dihydro-2-[5-(propionylamino)-2-(trifluoromethyl)phenyl]-3H-1,2,4-triazol-3-one). The yield is 67.0%. RXN SMILES: [NH2:1][C:2]1[CH:3]=[CH:4][C:5]([C:39]([F:42])([F:41])[F:40])=[C:6]([N:8]2[C:12](=[O:13])[N:11]([CH2:14][C:15]3[CH:20]=[CH:19][C:18]([C:21]4[CH:26]=[CH:25][CH:24]=[CH:23][C:22]=4[S:27](=[O:34])(=[O:33])[NH:28][C:29]([CH3:32])([CH3:31])[CH3:30])=[CH:17][CH:16]=3)[C:10]([CH2:35][CH2:36][CH2:37][CH3:38])=[N:9]2)[CH:7]=1.[C:43](Br)(=[O:46])[CH2:44][CH3:45]>CN(C1C=CN=CC=1)C>[CH2:35]([C:10]1[N:11]([CH2:14][C:15]2[CH:16]=[CH:17][C:18]([C:21]3[CH:26]=[CH:25][CH:24]=[CH:23][C:22]=3[S:27](=[O:33])(=[O:34])[NH:28][C:29]([CH3:30])([CH3:31])[CH3:32])=[CH:19][CH:20]=2)[C:12](=[O:13])[N:8]([C:6]2[CH:7]=[C:2]([NH:1][C:43](=[O:46])[CH2:44][CH3:45])[CH:3]=[CH:4][C:5]=2[C:39]([F:41])([F:40])[F:42])[N:9]=1)[CH2:36][CH2:37][CH3:38]. Reported procedure: Reaction of 2-[5-amino-2-(trifluoromethyl)phenyl]-5-n-butyl-4-[[2'-(N-t-butylsulfamoyl)biphenyl-4-yl]methyl]-2,4-dihydro-3H-1,2,4-triazol-3-one (from Step D) with propionyl bromide (2 equivalents) in the presence of DMAP (1 equiv) according to the procedure of Example 69 gave a 67% yield of the title compound; homogeneous by TLC in 95:5 CH2Cl2 --MeOH. Reactants: NC1[C@@H]2N(C(=C(CS2)CO)C(=O)O)C1=O (7-amino-3-hydroxymethylceph-3-em-4-carboxylic acid), P(=O)(OC(N)=O)([O-])[O-] (carbamoyl phosphate), S(=O)(=O)([O-])[O-].[Mg+2] (magnesium sulphate). The reagents and catalysts are [Cl-].[Mn+2].[Cl-] (manganese chloride). Run in C(C)(=O)O (acetic acid). Conditions: time 12 minute. The product is NC1[C@@H]2N(C(=C(CS2)COC(N)=O)C(=O)O)C1=O (7-Amino-3-carbamoyloxymethylceph-3-em-4-carboxylic acid). As a reaction SMILES: [NH2:1][CH:2]1[C:14](=[O:15])[N:4]2[C:5]([C:11]([OH:13])=[O:12])=[C:6]([CH2:9][OH:10])[CH2:7][S:8][C@H:3]12.P([O-])([O-])([O:18][C:19](=O)[NH2:20])=O.S([O-])([O-])(=O)=O.[Mg+2]>[Cl-].[Mn+2].[Cl-].C(O)(=O)C>[NH2:1][CH:2]1[C:14](=[O:15])[N:4]2[C:5]([C:11]([OH:13])=[O:12])=[C:6]([CH2:9][O:10][C:19](=[O:18])[NH2:20])[CH2:7][S:8][C@H:3]12 |f:2.3,4.5.6|. Procedure: 7-amino-3-hydroxymethylceph-3-em-4-carboxylic acid (40 μg), [14C] carbamoyl phosphate (150 μg, 7.5 μCi), magnesium sulphate (20 μg), manganese chloride (20 μg) and pipes buffer (0.5 μmole, pH 6.75) were incubated with 0-transcarbamoylase as described in Example 9(i). After incubation the mixture was acidified with glacial acetic acid (10 μl), clarified by centrifugation and the supernatant dried by rotary evaporation. This material was taken up in acetate/formate buffer [glacial acetic acid (5 m...